This data is from the Open Reaction Database (ORD), a public repository of structured organic reaction records. The task is: describe an organic reaction: reactants, conditions, products, and yield Reactants: CS(C)=O, CCOC(C)=O, N#C[Na], COC(=O)Cc1c[nH]c(=O)c2ccoc12. Product: N#CCc1c[nH]c(=O)c2ccoc12. Reaction SMILES: [CH3:19][S:20]([CH3:21])=[O:22].[CH3:23][CH2:24][O:25][C:26](=[O:27])[CH3:28].[Na:16][C:17]#[N:18].[O:1]=[c:2]1[nH:3][cH:4][c:5]([CH2:11][C:12]([O:13][CH3:14])=[O:15])[c:6]2[c:7]1[cH:8][cH:9][o:10]2>>[O:1]=[c:2]1[nH:3][cH:4][c:5]([CH2:11][C:12]#[N:18])[c:6]2[c:7]1[cH:8][cH:9][o:10]2. Reactants: OCC1=CC=C(C=C1)CN (4-(Hydroxymethyl)phenylmethylamine), ClC1=CC=C(C=C1)C(C(C(=O)OC(C)(C)C)=NO)=O (tert-butyl 3-(4-chlorophenyl)-2-hydroxyimino-3-oxopropionate). The solvent is N1=CC=CC=C1 (pyridine). Product: ClC1=CC=C(C=C1)C1=C(N=C(N1)C1=CC=C(C=C1)CO)C(=O)OC(C)(C)C (tert-butyl 5-(4-chlorophenyl)-2-(4-hydroxymethylphenyl)imidazole-4-carboxylate). As a reaction SMILES: [OH:1][CH2:2][C:3]1[CH:8]=[CH:7][C:6]([CH2:9][NH2:10])=[CH:5][CH:4]=1.[Cl:11][C:12]1[CH:17]=[CH:16][C:15]([C:18](=O)[C:19](=[N:27]O)[C:20]([O:22][C:23]([CH3:26])([CH3:25])[CH3:24])=[O:21])=[CH:14][CH:13]=1>N1C=CC=CC=1>[Cl:11][C:12]1[CH:17]=[CH:16][C:15]([C:18]2[NH:10][C:9]([C:6]3[CH:7]=[CH:8][C:3]([CH2:2][OH:1])=[CH:4][CH:5]=3)=[N:27][C:19]=2[C:20]([O:22][C:23]([CH3:26])([CH3:25])[CH3:24])=[O:21])=[CH:14][CH:13]=1. Procedure: 4-(Hydroxymethyl)phenylmethylamine and tert-butyl 3-(4-chlorophenyl)-2-hydroxyimino-3-oxopropionate are dissolved in pyridine, and the mixture is treated in the same manner as in Starting Material Synthetic Example 170 to give the objective tert-butyl 5-(4-chlorophenyl)-2-(4-hydroxymethylphenyl)imidazole-4-carboxylate. The reagents and catalysts are [Ru](=O)(=O)(=O)[O-].C(CC)[N+](CCC)(CCC)CCC (tetrapropylammonium perruthenate). Run at temperature 0 celsius, time 1 hour. Reported procedure: A mixture of the product of step A (5 g, 19.6 mmol), powdered 4 Å activated molecular sieves (10 g) and N-methylmorpholine oxide (3.5 g, 29.4 mmol) was stirred in DCM (100 mL) for 15 min at RT. Then the mixture was cooled to 0° C. and tetrapropylammonium perruthenate (0.69 g, 0.196 mmol) was added in one portion. The cold bath was removed and the mixture was stirred at RT for 1 h. The reaction was diluted with Et2O and stirred for 15 min at RT. The mixture was filtered through a plug of silica g... Solvent: C(Cl)Cl (DCM). RXN SMILES: [CH2:1]([C:3]1[CH:4]=[N:5][C:6]([N:9]2[CH2:14][CH2:13][CH:12]([C@H:15]3[CH2:17][C@H:16]3[CH2:18][OH:19])[CH2:11][CH2:10]2)=[N:7][CH:8]=1)[CH3:2].C[N+]1([O-])CCOCC1>C(Cl)Cl.[Ru]([O-])(=O)(=O)=O.C([N+](CCC)(CCC)CCC)CC>[CH2:1]([C:3]1[CH:4]=[N:5][C:6]([N:9]2[CH2:14][CH2:13][CH:12]([C@H:15]3[CH2:17][C@H:16]3[CH:18]=[O:19])[CH2:11][CH2:10]2)=[N:7][CH:8]=1)[CH3:2] |f:3.4|. Starting materials: C(C)C=1C=NC(=NC1)N1CCC(CC1)[C@@H]1[C@@H](C1)CO ({(1R,2R)-2-[1-(5-ethylpyrimidin-2-yl)piperidin-4-yl]cyclopropyl}methanol), C[N+]1(CCOCC1)[O-] (N-methylmorpholine oxide). The product is C(C)C=1C=NC(=NC1)N1CCC(CC1)[C@@H]1[C@@H](C1)C=O ((1R,2R)-2-[1-(5-ethylpyrimidin-2-yl)piperidin-4-yl]cyclopropanecarbaldehyde). Reactants: CC(=O)C(=O)N1CCCC1C(=O)O, [BH3-]C#N, COC(=O)C(N)Cc1c[nH]c2ccccc12, [Na+]. Product: COC(=O)C(Cc1c[nH]c2ccccc12)NC(C)C(=O)N1CCCC1C(=O)O. Reaction SMILES: [C:17]([C:18](=[O:19])[CH3:20])(=[O:21])[N:22]1[CH:23]([C:24](=[O:25])[OH:26])[CH2:27][CH2:28][CH2:29]1.[C:30]([BH3-:31])#[N:32].[CH3:1][O:2][C:3]([CH:4]([NH2:5])[CH2:6][c:7]1[cH:8][nH:9][c:10]2[cH:11][cH:12][cH:13][cH:14][c:15]12)=[O:16].[Na+:33]>>[CH3:1][O:2][C:3]([CH:4]([NH:5][CH:18]([C:17](=[O:21])[N:22]1[CH:23]([C:24](=[O:25])[OH:26])[CH2:27][CH2:28][CH2:29]1)[CH3:20])[CH2:6][c:7]1[cH:8][nH:9][c:10]2[cH:11][cH:12][cH:13][cH:14][c:15]12)=[O:16]. Run at time 18 hour. Procedure details: A flask containing 5,5'-dimethoxy-2,2'-diiodobiphenyl (10.0 g, 21 mmol) was cooled to -76° C. in dry ice/acetone. A 1.0 M solution of boron tribromide in methylene chloride (64 ml, 64 mmol) was added via syringe to the cold substrate. The ice bath was removed and the reaction allowed to reach room temperature. After 18 hours, the solution was added slowly to 1 L of water. The aqueous mixture was stirred for 2 hours, and the white solid which formed was filtered, washed with water, and dried to g... Run in C(=O)=O.CC(=O)C (dry ice acetone). Product: OC=1C=CC(=C(C1)C1=C(C=CC(=C1)O)I)I (5,5'-dihydroxy-2,2'-diiodobiphenyl). As a reaction SMILES: C[O:2][C:3]1[CH:4]=[CH:5][C:6]([I:18])=[C:7]([C:9]2[CH:14]=[C:13]([O:15]C)[CH:12]=[CH:11][C:10]=2[I:17])[CH:8]=1.B(Br)(Br)Br.C(Cl)Cl>C(=O)=O.CC(C)=O>[OH:15][C:13]1[CH:12]=[CH:11][C:10]([I:17])=[C:9]([C:7]2[CH:8]=[C:3]([OH:2])[CH:4]=[CH:5][C:6]=2[I:18])[CH:14]=1 |f:3.4|. Isolated yield 85.0%. Reactants: solution, B(Br)(Br)Br (boron tribromide), C(Cl)Cl (methylene chloride), COC=1C=CC(=C(C1)C1=C(C=CC(=C1)OC)I)I (5,5'-dimethoxy-2,2'-diiodobiphenyl). Starting materials: C1OC=2C=C(C=CC2O1)C=1C=CC2=C(C=C(CCS2(=O)=O)C(=O)OC)C1 (methyl 7-(3,4-methylenedioxyphenyl)-1,1-dioxo-2,3-dihydro-1-benzothiepine-4-carboxylate), Cl (hydrochloric acid). Run in COCCOC (1,2-dimethoxyethane). Product: C1OC=2C=C(C=CC2O1)C=1C=CC2=C(C=C(CCS2(=O)=O)C(=O)O)C1 (7-(3,4-methylenedioxyphenyl)-1,1-dioxo-2,3-dihydro-1-benzothiepine-4-carboxylic acid). Isolated yield 86.4%. As a reaction SMILES: [CH2:1]1[O:9][C:8]2[CH:7]=[CH:6][C:5]([C:10]3[CH:11]=[CH:12][C:13]4[S:19](=[O:21])(=[O:20])[CH2:18][CH2:17][C:16]([C:22]([O:24]C)=[O:23])=[CH:15][C:14]=4[CH:26]=3)=[CH:4][C:3]=2[O:2]1.Cl>COCCOC>[CH2:1]1[O:9][C:8]2[CH:7]=[CH:6][C:5]([C:10]3[CH:11]=[CH:12][C:13]4[S:19](=[O:21])(=[O:20])[CH2:18][CH2:17][C:16]([C:22]([OH:24])=[O:23])=[CH:15][C:14]=4[CH:26]=3)=[CH:4][C:3]=2[O:2]1. Procedure: To a solution of methyl 7-(3,4-methylenedioxyphenyl)-1,1-dioxo-2,3-dihydro-1-benzothiepine-4-carboxylate (500 mg) in 1,2-dimethoxyethane (50 ml) was added 6N hydrochloric acid (30 ml), and the mixture was refluxed for 5 hours and concentrated under reduced pressure. Precipitates were collected by filtration and washed with 2-propanol and diethylether to give pale yellow crystals of 7-(3,4-methylenedioxyphenyl)-1,1-dioxo-2,3-dihydro-1-benzothiepine-4-carboxylic acid (415.7 mg).